This data is from the Open Reaction Database (ORD), a public repository of structured organic reaction records. The task is: describe an organic reaction: reactants, conditions, products, and yield Reaction SMILES: [C:1]([C:3]1[CH:4]=[N:5][CH:6]=[CH:7][CH:8]=1)#[N:2].[OH-:9]>>[C:1]([NH2:2])(=[O:9])[C:3]1[CH:8]=[CH:7][CH:6]=[N:5][CH:4]=1. Reactants: C(#N)C=1C=NC=CC1 (3-cyanopyridine), [OH-] (hydroxide). Procedure details: As to preparative methods for these compounds, cyanopyridines have frequently been hydrolyzed in batch and continuous processes with catalytic to stoichiometric excesses of a base. A majority of the methods reported have been batch processes. For example, 4-cyanopyridine in the presence of sodium hydroxide at a molar ratio of 1:(0.03-0.075) and at 120°-170° C. is reported to give isonicotinamide. See U.S.S.R. SU 1,553,531 (1990); CA:113:78174f (1990). Similarly, 2-cyanopyridine is reported to re... Product: C(C1=CN=CC=C1)(=O)N (nicotinamide). Reactants: C(C)(C)N(C(C)C)CCC(C1=CC=CC=C1)C1=C(C=CC=C1)O ((±)-N,N-Diisopropyl-3-(2-hydroxyphenyl)-3-phenylpropylamine), C([C@H](O)[C@@H](O)C(=O)O)(=O)O (L(+)-tartaric acid). The solvent is C(C)O (ethanol), C(C)O (ethanol). Reaction conditions: temperature 4 celsius. The product is C(=O)(O)[C@H](O)[C@@H](O)C(=O)O.C(C)(C)N(C(C)C)CCC(C1=CC=CC=C1)C1=C(C=CC=C1)O ((-)-N,N-diisopropyl-3-(2-hydroxyphenyl)-3-phenylpropylamine hydrogen L-(+)-tartrate). Reaction SMILES: [CH:1]([N:4]([CH2:8][CH2:9][CH:10]([C:17]1[CH:22]=[CH:21][CH:20]=[CH:19][C:18]=1[OH:23])[C:11]1[CH:16]=[CH:15][CH:14]=[CH:13][CH:12]=1)[CH:5]([CH3:7])[CH3:6])([CH3:3])[CH3:2].[C:24]([OH:33])(=[O:32])[C@@H:25]([C@H:27]([C:29]([OH:31])=[O:30])[OH:28])[OH:26]>C(O)C>[C:29]([C@@H:27]([C@H:25]([C:24]([OH:33])=[O:32])[OH:26])[OH:28])([OH:31])=[O:30].[CH:1]([N:4]([CH2:8][CH2:9][CH:10]([C:17]1[CH:22]=[CH:21][CH:20]=[CH:19][C:18]=1[OH:23])[C:11]1[CH:16]=[CH:15][CH:14]=[CH:13][CH:12]=1)[CH:5]([CH3:7])[CH3:6])([CH3:2])[CH3:3] |f:3.4|. Procedure: (±)-N,N-Diisopropyl-3-(2-hydroxyphenyl)-3-phenylpropylamine (31.1 g, 0.10 mol) is dissolved in 300 ml of ethanol. A solution of L(+)-tartaric acid (15.0 g, 0.10 mol) in 400 ml of ethanol is added. The mixture is heated a few minutes in a boiling water bath and seeded with crystals obtained by cooling and scratching a small sample of the main solution. The mixture is chilled at about 4° C. over-night whereupon the crystalline precipitate is filtered off, washed with cold ethanol and recrystallize... Reactants: CI (Methyl iodide), [H-].[Na+] (NaH), ClC1=C2C(=C(NC2=CC=C1)C)C(=O)OC (Methyl 4-chloro-2-methyl-1H-indole-3-carboxylate). The solvent is CN(C)C=O (DMF), CN(C)C=O (DMF), [NH4+].[Cl-] (NH4Cl). Reaction conditions: time 30 minute. Product: ClC1=C2C(=C(N(C2=CC=C1)C)C)C(=O)OC (Methyl 4-chloro-1,2-dimethyl-1H-indole-3-carboxylate). Yield: 72.0%. RXN SMILES: [Cl:1][C:2]1[CH:10]=[CH:9][CH:8]=[C:7]2[C:3]=1[C:4]([C:12]([O:14][CH3:15])=[O:13])=[C:5]([CH3:11])[NH:6]2.[H-].[Na+].[CH3:18]I>CN(C=O)C.[NH4+].[Cl-]>[Cl:1][C:2]1[CH:10]=[CH:9][CH:8]=[C:7]2[C:3]=1[C:4]([C:12]([O:14][CH3:15])=[O:13])=[C:5]([CH3:11])[N:6]2[CH3:18] |f:1.2,5.6|. Procedure details: Methyl 4-chloro-2-methyl-1H-indole-3-carboxylate (13.45 mmol, 1.0 equiv.) was dissolved in DMF (7 ml) and added at 0° C. to a suspension of NaH (26.90 mmol, 2.0 equiv.) in DMF (13 ml). The mixture was then stirred for 30 min. Methyl iodide (20.17 mmol, 1.5 equiv.) was added dropwise at 0° C. and stirring was carried out for 2 h at 25° C. The reaction mixture was diluted with NH4Cl solution (20 ml) and extracted with ethyl acetate (3×50 ml). The combined organic phases were washed with water and ... Starting materials: S1C(=CC=C1)CNCCC(=O)OC (methyl 3-[(2-thienylmethyl)amino]propanoate), C(C1=CC=CO1)=O (furfural), Cl.NCCC(=O)OC (methyl β-alaninate hydrochloride). Yields the product O1C(=CC=C1)CNCCC(=O)OC (Methyl 3-[(2-furanylmethyl)amino]propanoate), product. Yield: 28.0%. RXN SMILES: S1[CH:5]=[CH:4][CH:3]=[C:2]1[CH2:6][NH:7][CH2:8][CH2:9][C:10]([O:12][CH3:13])=[O:11].Cl.NCCC(OC)=[O:19].C(=O)C1OC=CC=1>>[O:19]1[CH:5]=[CH:4][CH:3]=[C:2]1[CH2:6][NH:7][CH2:8][CH2:9][C:10]([O:12][CH3:13])=[O:11] |f:1.2|. Reported procedure: Methyl 3-[(2-furanylmethyl)amino]propanoate (22) was prepared in the manner methyl 3-[(2-thienylmethyl)amino]propanoate (15) was prepared, as described above in Example 15, on a 6.5 mmol scale from methyl β-alaninate hydrochloride and furfural to yield 0.28 g (28%) of product. Reactants: ClC(C)C1=NC2=C(C=CC=C2C(=C1C(=O)NC=1SC=CN1)O)C(F)(F)F (2-(1-chloroethyl)-4-hydroxy-N-(2-thiazolyl)-8-trifluoromethyl-3-quinoline-carboxamide). The solvent is C(C)(=O)O (acetic acid). Conditions: temperature 140 celsius, time 9 minute. Yields the product CC1OC(C=2C1=NC=1C(=CC=CC1C2O)C(F)(F)F)=NC=2SC=CN2 (1,3-dihydro-3-methyl-1-[(2-thiazolyl)-imino]-5-trifluoromethyl-furo[3,4-b]quinoline-9-ol). Isolated yield 99.0%. Reaction SMILES: Cl[CH:2]([C:4]1[C:13]([C:14]([NH:16][C:17]2[S:18][CH:19]=[CH:20][N:21]=2)=[O:15])=[C:12]([OH:22])[C:11]2[C:6](=[C:7]([C:23]([F:26])([F:25])[F:24])[CH:8]=[CH:9][CH:10]=2)[N:5]=1)[CH3:3]>C(O)(=O)C>[CH3:3][CH:2]1[C:4]2=[N:5][C:6]3[C:7]([C:23]([F:26])([F:25])[F:24])=[CH:8][CH:9]=[CH:10][C:11]=3[C:12]([OH:22])=[C:13]2[C:14](=[N:16][C:17]2[S:18][CH:19]=[CH:20][N:21]=2)[O:15]1. Reported procedure: A mixture of 6 g of 2-(1-chloroethyl)-4-hydroxy-N-(2-thiazolyl)-8-trifluoromethyl-3-quinoline-carboxamide [described in Examples 5 and 14 of U.S. patent application Ser. No. 262,952] and 50 ml of acetic acid was placed in an oil bath heated to 140° C. and held there for 9 minutes and then cooled to room temperature. The mixture was held at 16° C. for one hour and was vacuum filtered. The product was washed with acetic acid, then with ether and dried under reduced pressure at 80° C. to obtain 5.4...